This data is from the Open Reaction Database (ORD), a public repository of structured organic reaction records. The task is: describe an organic reaction: reactants, conditions, products, and yield Reaction conditions: time 72 hour. As a reaction SMILES: [NH:1]1[C:9]2[C:4](=[CH:5][CH:6]=[CH:7][C:8]=2/[CH:10]=[CH:11]/[C:12]([NH:14][S:15]([C:18]2[S:19][CH:20]=[CH:21][CH:22]=2)(=[O:17])=[O:16])=[O:13])[CH:3]=[CH:2]1.S1C=CC=C1S(N)(=O)=O.Cl.CN(C)CCCN=C=NCC.N1C2C(=CC=CC=2C=CC(O)=O)C=C1.Cl>CN(C)C1C=CN=CC=1.C(Cl)Cl>[NH:1]1[C:9]2[C:4](=[CH:5][CH:6]=[CH:7][C:8]=2[CH:10]=[CH:11][C:12]([NH:14][S:15]([C:18]2[S:19][CH:20]=[CH:21][CH:22]=2)(=[O:16])=[O:17])=[O:13])[CH:3]=[CH:2]1 |f:2.3|. Reactants: N1C=CC2=CC=CC(=C12)/C=C/C(=O)NS(=O)(=O)C=1SC=CC1 (Thiophene-2-sulfonic acid ((E)-3-1H-indol-7-yl-acryloyl)-amide), Cl (HCl), S1C(=CC=C1)S(=O)(=O)N (thiophenesulfonamide), Cl.CN(CCCN=C=NCC)C (1-[3-(dimethyamino)propyl]-3-ethylcarbodiimide hydrochloride), N1C=CC2=CC=CC(=C12)C=CC(=O)O (3-(1H-indol-7-yl)-acrylic acid). Reagents/catalysts: CN(C1=CC=NC=C1)C (4-dimethyaminopyridine). Procedure details: Thiophene-2-sulfonic acid ((E)-3-1H-indol-7-yl-acryloyl)-amide (I-4) To a round bottom flask (500 mL) which contained a solution of thiophenesulfonamide (1.05 g, 6 mmol), 4-dimethyaminopyridine (DMAP, 1.56 g, 13 mmol) and 1-[3-(dimethyamino)propyl]-3-ethylcarbodiimide hydrochloride (EDCI, 2.4 g, 13 mmol) in CH2Cl2 (150 mL) was added 3-(1H-indol-7-yl)-acrylic acid I-3 (1.2 g, 6 mmol) at rt. The mixture which resulted was allowed to stir at rt for 72 h, then was cooled to 5° C. and was acidified w... Product: N1C=CC2=CC=CC(=C12)C=CC(=O)NS(=O)(=O)C=1SC=CC1 (thiophene-2-sulfonic acid (3-1H-indol-7-yl-acryloyl)-amide). Run in C(Cl)Cl (CH2Cl2). The reactants are N=1N=CN(C1)C=1C=C2C(=CN1)NC=C2C=CC(=O)OCC (Ethyl 3-(5-(1,2,4-triazol-4-yl)-1H-pyrrolo[2,3-c]pyridin-3-yl)prop-2-enoate), [H][H] (hydrogen). The reagents and catalysts are [Pd] (palladium on carbon). Solvent: C(C)O (ethanol). Product: N=1N=CN(C1)C=1C=C2C(=CN1)NC=C2CCC(=O)OCC (Ethyl 3-(5-(1,2,4-triazol-4-yl)-1H-pyrrolo[2,3-c]pyridin-3-yl)propionate). Isolated yield 80.1%. RXN SMILES: [N:1]1[N:2]=[CH:3][N:4]([C:6]2[CH:7]=[C:8]3[C:14]([CH:15]=[CH:16][C:17]([O:19][CH2:20][CH3:21])=[O:18])=[CH:13][NH:12][C:9]3=[CH:10][N:11]=2)[CH:5]=1.[H][H]>[Pd].C(O)C>[N:1]1[N:2]=[CH:3][N:4]([C:6]2[CH:7]=[C:8]3[C:14]([CH2:15][CH2:16][C:17]([O:19][CH2:20][CH3:21])=[O:18])=[CH:13][NH:12][C:9]3=[CH:10][N:11]=2)[CH:5]=1. Procedure: Ethyl 3-(5-(1,2,4-triazol-4-yl)-1H-pyrrolo[2,3-c]pyridin-3-yl)prop-2-enoate (0.4 g, 1.4 mmol) was hydrogenated over palladium on carbon (10%, 0.25 g) in ethanol (50 mL) at 45 psi of hydrogen for 6 hours. The catalyst was removed by filtration and the solvent evaporated in vacuo to give the title compound (0.32 g, 80%) as a colourless solid. mp 215°-218° C. 1H NMR (360 MHz, CDCl3 : d4 -MeOH 9:1) δ 1.23 (3H, t, J=7.1Hz), 2.72 (2H, t, J=7.4Hz), 3.12 (2H, t, J=7.4Hz), 4.13 (2H, q, J=7.1Hz), 7.36 (1H... Yields the product CCOC(=O)CCn1ccc2c(C#N)cccc21. The reactants are CCOC(=O)CCBr, O=C([O-])[O-], N#Cc1cccc2[nH]ccc12, [Cs+], [Cs+], CN(C)C=O. Reaction SMILES: [Br:18][CH2:19][CH2:20][C:21](=[O:22])[O:23][CH2:24][CH3:25].[C:12](=[O:13])([O-:14])[O-:15].[C:1](#[N:2])[c:3]1[c:4]2[cH:5][cH:6][nH:7][c:8]2[cH:9][cH:10][cH:11]1.[Cs+:16].[Cs+:17].[O:26]=[CH:27][N:28]([CH3:29])[CH3:30]>>[C:1](#[N:2])[c:3]1[c:4]2[cH:5][cH:6][n:7]([CH2:19][CH2:20][C:21](=[O:22])[O:23][CH2:24][CH3:25])[c:8]2[cH:9][cH:10][cH:11]1. Reactants: Cc1c(Br)cccc1C#Cc1ccccc1CO, C1CCOC1, CCCC[N+](CCCC)(CCCC)CCCC, CCOC(C)=O, [F-]. The product is Cc1c(Br)cccc1C=C1OCc2ccccc21. RXN SMILES: [Br:1][c:2]1[c:3]([CH3:18])[c:4]([C:8]#[C:9][c:10]2[c:11]([CH2:16][OH:17])[cH:12][cH:13][cH:14][cH:15]2)[cH:5][cH:6][cH:7]1.[CH2:37]1[O:38][CH2:39][CH2:40][CH2:41]1.[CH3:20][CH2:21][CH2:22][CH2:23][N+:24]([CH2:25][CH2:26][CH2:27][CH3:28])([CH2:29][CH2:30][CH2:31][CH3:32])[CH2:33][CH2:34][CH2:35][CH3:36].[CH3:42][CH2:43][O:44][C:45]([CH3:46])=[O:47].[F-:19]>>[Br:1][c:2]1[c:3]([CH3:18])[c:4]([CH:8]=[C:9]2[c:10]3[c:11]([cH:12][cH:13][cH:14][cH:15]3)[CH2:16][O:17]2)[cH:5][cH:6][cH:7]1. Reactants: CCOC(=O)CP(=O)(OCC)OCC, CN(C)C=O, [H-], [Na+], O, Cc1oc(-c2ccco2)nc1COc1ccc(COc2nn(Cc3ccc(OCc4nc(-c5ccco5)oc4C)cc3)cc2C=O)cc1. Yields the product CCOC(=O)C=Cc1cn(Cc2ccc(OCc3nc(-c4ccco4)oc3C)cc2)nc1OCc1ccc(OCc2nc(-c3ccco3)oc2C)cc1. RXN SMILES: [CH2:49]([O:50][P:51]([O:52][CH2:53][CH3:54])(=[O:55])[CH2:57][C:58](=[O:59])[O:60][CH2:61][CH3:62])[CH3:56].[CH3:63][N:64]([CH3:65])[CH:66]=[O:67].[H-:68].[Na+:69].[OH2:70].[o:1]1[c:2](-[c:6]2[o:7][c:8]([CH3:48])[c:9]([CH2:11][O:12][c:13]3[cH:14][cH:15][c:16]([CH2:17][n:18]4[n:19][c:20]([O:25][CH2:26][c:27]5[cH:28][cH:29][c:30]([O:33][CH2:34][c:35]6[n:36][c:37](-[c:41]7[o:42][cH:43][cH:44][cH:45]7)[o:38][c:39]6[CH3:40])[cH:31][cH:32]5)[c:21]([CH:23]=[O:24])[cH:22]4)[cH:46][cH:47]3)[n:10]2)[cH:3][cH:4][cH:5]1>>[o:1]1[c:2](-[c:6]2[o:7][c:8]([CH3:48])[c:9]([CH2:11][O:12][c:13]3[cH:14][cH:15][c:16]([CH2:17][n:18]4[n:19][c:20]([O:25][CH2:26][c:27]5[cH:28][cH:29][c:30]([O:33][CH2:34][c:35]6[n:36][c:37](-[c:41]7[o:42][cH:43][cH:44][cH:45]7)[o:38][c:39]6[CH3:40])[cH:31][cH:32]5)[c:21]([CH:23]=[CH:57][C:58](=[O:59])[O:60][CH2:61][CH3:62])[cH:22]4)[cH:46][cH:47]3)[n:10]2)[cH:3][cH:4][cH:5]1. Reactants: Brc1c2ccccc2cc2ccccc12, CC(C)(C)P(C(C)(C)C)C(C)(C)C, C1CCOC1, Cc1ccccc1, O=Cc1ccc(B(O)O)cc1, O=C(C=Cc1ccccc1)C=Cc1ccccc1, O=C(C=Cc1ccccc1)C=Cc1ccccc1, O=C(C=Cc1ccccc1)C=Cc1ccccc1, [F-], [K+], O, [Pd], [Pd]. Product: O=Cc1ccc(-c2c3ccccc3cc3ccccc23)cc1. As a reaction SMILES: [Br:1][c:2]1[c:3]2[cH:4][cH:5][cH:6][cH:7][c:8]2[cH:9][c:10]2[cH:11][cH:12][cH:13][cH:14][c:15]12.[C:29]([P:30]([C:31]([CH3:32])([CH3:33])[CH3:34])[C:35]([CH3:36])([CH3:37])[CH3:38])([CH3:39])([CH3:40])[CH3:41].[CH2:42]1[O:43][CH2:44][CH2:45][CH2:46]1.[CH3:103][c:104]1[cH:105][cH:106][cH:107][cH:108][cH:109]1.[CH:16](=[O:17])[c:18]1[cH:19][cH:20][c:21]([B:24]([OH:25])[OH:26])[cH:22][cH:23]1.[CH:49](=[CH:50][C:51]([CH:52]=[CH:53][c:54]1[cH:55][cH:56][cH:57][cH:58][cH:59]1)=[O:60])[c:61]1[cH:62][cH:63][cH:64][cH:65][cH:66]1.[CH:67](=[CH:68][C:69]([CH:70]=[CH:71][c:72]1[cH:73][cH:74][cH:75][cH:76][cH:77]1)=[O:78])[c:79]1[cH:80][cH:81][cH:82][cH:83][cH:84]1.[CH:85](=[CH:86][C:87]([CH:88]=[CH:89][c:90]1[cH:91][cH:92][cH:93][cH:94][cH:95]1)=[O:96])[c:97]1[cH:98][cH:99][cH:100][cH:101][cH:102]1.[F-:27].[K+:28].[OH2:110].[Pd:47].[Pd:48]>>[c:2]1(-[c:21]2[cH:20][cH:19][c:18]([CH:16]=[O:17])[cH:23][cH:22]2)[c:3]2[cH:4][cH:5][cH:6][cH:7][c:8]2[cH:9][c:10]2[cH:11][cH:12][cH:13][cH:14][c:15]12.